This data is from the Open Reaction Database (ORD), a public repository of structured organic reaction records. The task is: describe an organic reaction: reactants, conditions, products, and yield Starting materials: CCc1cc(OC)c(Oc2ccc(C(=O)O)cc2F)cc1F, CCN=C=NCCCN(C)C, CCN(C(C)C)C(C)C, [Cl-], ClCCl, Cl, [NH4+], O=C1CNCC(=O)N1, On1nnc2ccccc21. The product is CCc1cc(OC)c(Oc2ccc(C(=O)N3CC(=O)NC(=O)C3)cc2F)cc1F. Reaction SMILES: [CH2:40]([CH3:41])[c:42]1[cH:43][c:44]([O:60][CH3:61])[c:45]([O:46][c:47]2[c:48]([F:56])[cH:49][c:50]([C:51](=[O:52])[OH:53])[cH:54][cH:55]2)[cH:57][c:58]1[F:59].[CH3:19][CH2:20][N:21]=[C:22]=[N:23][CH2:24][CH2:25][CH2:26][N:27]([CH3:28])[CH3:29].[CH:1]([N:2]([CH2:3][CH3:4])[CH:5]([CH3:6])[CH3:7])([CH3:8])[CH3:9].[Cl-:62].[Cl:64][CH2:65][Cl:66].[ClH:10].[NH4+:63].[NH:11]1[C:12](=[O:18])[CH2:13][NH:14][CH2:15][C:16]1=[O:17].[OH:30][n:31]1[c:32]2[c:33]([cH:34][cH:35][cH:36][cH:37]2)[n:38][n:39]1>>[NH:11]1[C:12](=[O:18])[CH2:13][N:14]([C:51]([c:50]2[cH:49][c:48]([F:56])[c:47]([O:46][c:45]3[c:44]([O:60][CH3:61])[cH:43][c:42]([CH2:40][CH3:41])[c:58]([F:59])[cH:57]3)[cH:55][cH:54]2)=[O:52])[CH2:15][C:16]1=[O:17]. Reactants: C1(=CC=CC=C1)C1=C(OC=2N=CNC(C21)=O)C2=CC=CC=C2 (5,6-diphenylfuro[2,3-d]pyrimidin-4(3H)-one), P(=O)(Cl)(Cl)Cl (phosphorus oxychloride). Yields the product ClC=1C2=C(N=CN1)OC(=C2C2=CC=CC=C2)C2=CC=CC=C2 (4-Chloro-5,6-diphenylfuro[2,3-d]pyrimidine). RXN SMILES: [C:1]1([C:7]2[C:15]3[C:14](=O)[NH:13][CH:12]=[N:11][C:10]=3[O:9][C:8]=2[C:17]2[CH:22]=[CH:21][CH:20]=[CH:19][CH:18]=2)[CH:6]=[CH:5][CH:4]=[CH:3][CH:2]=1.P(Cl)(Cl)([Cl:25])=O>>[Cl:25][C:14]1[C:15]2[C:7]([C:1]3[CH:6]=[CH:5][CH:4]=[CH:3][CH:2]=3)=[C:8]([C:17]3[CH:22]=[CH:21][CH:20]=[CH:19][CH:18]=3)[O:9][C:10]=2[N:11]=[CH:12][N:13]=1. Procedure: Add 570 ml of phosphorus oxychloride to 57 g (200 mmol) of 5,6-diphenylfuro[2,3-d]pyrimidin-4(3H)-one. Stir the mixture under reflux for 3 h, then cool it and concentrate it under reduced pressure. Stir the residue with ice-water for 30 min and then admix it with dichloromethane. Wash the resulting organic phase three times with water, dry it over sodium sulphate and concentrate it under reduced pressure. 58 g (93.2% of theory) of the target product are obtained.